Task: describe an organic reaction: reactants, conditions, products, and yield. Dataset: the Open Reaction Database (ORD), a public repository of structured organic reaction records Reactants: CN1C(C=C(C2=CC=CN=C12)C1=CC(=CC=C1)[N+](=O)[O-])=O (1-Methyl-4-(3-nitrophenyl)-1,8-naphthyridin-2(1H)-one), [Cl-].[NH4+] (ammonium chloride). The reagents and catalysts are [Zn] (Zinc). The solvent is CO (methanol). Reaction conditions: time 4 hour. The product is NC=1C=C(C=CC1)C1=CC(N(C2=NC=CC=C12)C)=O (4-(3-aminophenyl)-1-methyl-1,8-naphthyridin-2(1H)one). Isolated yield 81.1%. RXN SMILES: [CH3:1][N:2]1[C:11]2[C:6](=[CH:7][CH:8]=[CH:9][N:10]=2)[C:5]([C:12]2[CH:17]=[CH:16][CH:15]=[C:14]([N+:18]([O-])=O)[CH:13]=2)=[CH:4][C:3]1=[O:21].[Cl-].[NH4+]>[Zn].CO>[NH2:18][C:14]1[CH:13]=[C:12]([C:5]2[C:6]3[C:11](=[N:10][CH:9]=[CH:8][CH:7]=3)[N:2]([CH3:1])[C:3](=[O:21])[CH:4]=2)[CH:17]=[CH:16][CH:15]=1 |f:1.2|. Reported procedure: Zinc (4.4 g, 67 mmol) was added to a mixture of 1-methyl-4-(3-nitrophenyl)-1,8-naphthyridin-2(1H)-one (0.95 g, 3.4 mmol) obtained in Example 12, methanol (20 ml) and an aqueous solution (20 ml) of ammonium chloride (3.6 g, 67 mmol) under ice-cooling, and the mixture was stirred for 4 hours under ice-cooling and then for 3 hours at room temperature. After removing insoluble matter by filtration, the filtrate was concentrated under reduced pressure, water was added to the resulting residue, follow... Reactants: O=C(O)c1ccc(OCc2ccccc2)cc1, COc1cccc(CCN)c1, CCN=C=NCCCN(C)C, ClCCl, Cl, O, On1nnc2ccccc21. Product: COc1cccc(CCNC(=O)c2ccc(OCc3ccccc3)cc2)c1. As a reaction SMILES: [CH2:12]([c:13]1[cH:14][cH:15][cH:16][cH:17][cH:18]1)[O:19][c:20]1[cH:21][cH:22][c:23]([C:24](=[O:25])[OH:26])[cH:27][cH:28]1.[CH3:1][O:2][c:3]1[cH:4][c:5]([CH2:6][CH2:7][NH2:8])[cH:9][cH:10][cH:11]1.[CH3:41][N:42]([CH3:43])[CH2:44][CH2:45][CH2:46][N:47]=[C:48]=[N:49][CH2:50][CH3:51].[Cl:52][CH2:53][Cl:54].[ClH:40].[OH2:29].[OH:30][n:31]1[c:32]2[cH:33][cH:34][cH:35][cH:36][c:37]2[n:38][n:39]1>>[CH3:1][O:2][c:3]1[cH:4][c:5]([CH2:6][CH2:7][NH:8][C:24]([c:23]2[cH:22][cH:21][c:20]([O:19][CH2:12][c:13]3[cH:14][cH:15][cH:16][cH:17][cH:18]3)[cH:28][cH:27]2)=[O:25])[cH:9][cH:10][cH:11]1. The reactants are ClC1=CC=NC2=CC=CC=C12 (4-chloro-quinoline), ClC=1C=C(C=CC1Cl)I (3,4-dichloroiodobenzene). Reaction SMILES: [Cl:1][C:2]1[C:11]2[C:6](=[CH:7][CH:8]=[CH:9][CH:10]=2)[N:5]=[CH:4][CH:3]=1.[Cl:12][C:13]1[CH:14]=[C:15](I)[CH:16]=[CH:17][C:18]=1[Cl:19]>>[Cl:1][C:2]1[C:11]2[C:6](=[CH:7][CH:8]=[CH:9][CH:10]=2)[N:5]=[C:4]([C:16]2[CH:15]=[CH:14][C:13]([Cl:12])=[C:18]([Cl:19])[CH:17]=2)[CH:3]=1. Product: ClC1=CC(=NC2=CC=CC=C12)C1=CC(=C(C=C1)Cl)Cl (4-Chloro-2-(3,4-dichloro-phenyl)-quinoline). Procedure details: The title compound, m. p. 138-140° C., MS: m/e=308 (M+), was prepared from 4-chloro-quinoline and 3,4-dichloroiodobenzene. Reactants: ClC1=C(C=CC(=C1)Cl)C=1C=CC=C2[C@H]3CNCC[C@H]3C(C12)=O (cis-8-(2,4-dichloro-phenyl)-1,2,3,4,4a,9a-hexahydro-3-aza-fluoren-9-one), [SiH](CC)(CC)CC (Et3SiH), FC(C(=O)O)(F)F (trifluoroacetic acid). The product is ClC1=C(C=CC(=C1)Cl)C=1C=CC=C2[C@H]3CNCC[C@H]3CC12 (cis-8-(2,4-Dichloro-phenyl)-2,3,4,4a,9,9a-hexahydro-1H-3-aza-fluorene). RXN SMILES: [Cl:1][C:2]1[CH:7]=[C:6]([Cl:8])[CH:5]=[CH:4][C:3]=1[C:9]1[CH:10]=[CH:11][CH:12]=[C:13]2[C:21]=1[C:20](=O)[C@H:19]1[C@@H:14]2[CH2:15][NH:16][CH2:17][CH2:18]1.[SiH](CC)(CC)CC.FC(F)(F)C(O)=O>>[Cl:1][C:2]1[CH:7]=[C:6]([Cl:8])[CH:5]=[CH:4][C:3]=1[C:9]1[CH:10]=[CH:11][CH:12]=[C:13]2[C:21]=1[CH2:20][C@H:19]1[C@@H:14]2[CH2:15][NH:16][CH2:17][CH2:18]1. Procedure: The title compound was prepared as a white solid (22 mg, 0.069) by following the procedures of example 5 from cis-8-(2,4-dichloro-phenyl)-1,2,3,4,4a,9a-hexahydro-3-aza-fluoren-9-one (51 mg, 0.15 mmol), Et3SiH (79 mg, 0.68 mmol) and trifluoroacetic acid (175 mg, 1.5 mmol): MS (ES) 318.1 (M+H).